From a dataset of the Open Reaction Database (ORD), a public repository of structured organic reaction records. describe an organic reaction: reactants, conditions, products, and yield Reactants: C1(=CC=CC=C1)N=C=O (Phenylisocyanate), C1(=CCCC1)C=1C(=NN(C1N)C)C (4-(1-cyclopenten-1-yl)-1,3-dimethyl-1H-pyrazol-5-amine). Run in C1=CC=CC=C1 (benzene). The product is C1(=CCCC1)C=1C(=NN(C1NC(=O)NC1=CC=CC=C1)C)C (N-[4-(1-cyclopenten-1-yl)-1,3-dimethyl-1H-pyrazol-5-yl]-N'-phenylurea). Reaction SMILES: [C:1]1([N:7]=[C:8]=[O:9])[CH:6]=[CH:5][CH:4]=[CH:3][CH:2]=1.[C:10]1([C:15]2[C:16]([CH3:22])=[N:17][N:18]([CH3:21])[C:19]=2[NH2:20])[CH2:14][CH2:13][CH2:12][CH:11]=1>C1C=CC=CC=1>[C:10]1([C:15]2[C:16]([CH3:22])=[N:17][N:18]([CH3:21])[C:19]=2[NH:20][C:8]([NH:7][C:1]2[CH:6]=[CH:5][CH:4]=[CH:3][CH:2]=2)=[O:9])[CH2:14][CH2:13][CH2:12][CH:11]=1. Procedure: Phenylisocyanate (0.176 mol) is added to 4-(1-cyclopenten-1-yl)-1,3-dimethyl-1H-pyrazol-5-amine (0.16 mol) in benzene (800 ml). The reaction mixture is stirred at room temperature and then at a temperature between 50° and 70° C. After distillation under vacuum, the product of the title is recovered by usual procedures. M.p. 204° C. Reactants: [N+](=O)([O-])[O-].[NH4+] (ammonium nitrate), FC(C(=O)OC(C(F)(F)F)=O)(F)F (trifluoroacetic anhydride), O=S1(NC2=C(C1CCC)C(=CC=C2)Cl)=O (1,3-dihydro-2,2-dioxo-4-chloro-3-propyl-2,1 -benzisothiazole). Run in C(Cl)(Cl)Cl (chloroform), C(Cl)(Cl)Cl (chloroform). Reaction conditions: time 24 hour. Yields the product O=S1(NC2=C(C1CCC)C(=CC=C2[N+](=O)[O-])Cl)=O (1,3-dihydro-2,2-dioxo4-chloro-3-propyl-7-nitro-2,1-benzisothiazole). Isolated yield 17.8%. As a reaction SMILES: [O:1]=[S:2]1(=[O:15])[CH:6]([CH2:7][CH2:8][CH3:9])[C:5]2[C:10]([Cl:14])=[CH:11][CH:12]=[CH:13][C:4]=2[NH:3]1.[N+:16]([O-])([O-:18])=[O:17].[NH4+].FC(F)(F)C(OC(=O)C(F)(F)F)=O>C(Cl)(Cl)Cl>[O:15]=[S:2]1(=[O:1])[CH:6]([CH2:7][CH2:8][CH3:9])[C:5]2[C:10]([Cl:14])=[CH:11][CH:12]=[C:13]([N+:16]([O-:18])=[O:17])[C:4]=2[NH:3]1 |f:1.2|. Procedure details: 1,3-dihydro-2,2-dioxo-4-chloro-3-propyl-2,1 -benzisothiazole (131 mg, 0.54 mmol) was dissolved in chloroform (30 ml) followed by the addition of ammonium nitrate (44 mg, 0.54 mmol) and trifluoroacetic anhydride (397 mg, 214.4 mmol). The mixture is allowed to stir. After 24 hours, the reaction mixture is diluted with chloroform and extracted with water. The organic layer is dried over MgSO4 and filtered. The solvent was evaporated and chromatography of the resulting solid on silica gel (50% Ethyl... Reactants: O1C(=CC=C1)C1=CSC=2N=CN=C(C21)O (5-(2-furyl)-4-hydroxythieno[2,3-d]pyrimidine), P(=O)(Cl)(Cl)Cl (phosphorus oxychloride). Product: O1C(=CC=C1)C1=CSC=2N=CN=C(C21)Cl (5-(2-furyl)-4-chlorothieno[2,3-d]pyrimidine). As a reaction SMILES: [O:1]1[CH:5]=[CH:4][CH:3]=[C:2]1[C:6]1[C:14]2[C:13](O)=[N:12][CH:11]=[N:10][C:9]=2[S:8][CH:7]=1.P(Cl)(Cl)([Cl:18])=O>>[O:1]1[CH:5]=[CH:4][CH:3]=[C:2]1[C:6]1[C:14]2[C:13]([Cl:18])=[N:12][CH:11]=[N:10][C:9]=2[S:8][CH:7]=1. Procedure details: 5-(2-furyl)-4-hydroxythieno[2,3-d]pyrimidine (180 mg, 0.80 mmol) in phosphorus oxychloride (2.0 ml) was heated to reflux for 2 hours. 5-(2-furyl)-4-chlorothieno[2,3-d]pyrimidine obtained by distilling off the solvent under reduced pressure, without further purification, together with 2-aminoindan (130 mg, 0.98 mmol) and triethylamine (0.90 ml, 6.4 mmol) in dry ethanol (5 ml) was heated to reflux under an argon atmosphere for 2 hours. The residue obtained by distilling off the solvent was purifie...